From a dataset of the Open Reaction Database (ORD), a public repository of structured organic reaction records. describe an organic reaction: reactants, conditions, products, and yield RXN SMILES: [CH2:1]([O:3][C:4]([C:6]1([S:20]([C:23]2[CH:28]=[CH:27][C:26]([O:29][CH3:30])=[CH:25][CH:24]=2)(=[O:22])=[O:21])[CH2:11][CH2:10][N:9]([CH2:12][C:13]2[CH:18]=[CH:17][C:16](Br)=[CH:15][CH:14]=2)[CH2:8][CH2:7]1)=[O:5])[CH3:2].C([Sn](CCCC)(CCCC)[C:36]1[CH:41]=[CH:40][CH:39]=[CH:38][N:37]=1)CCC>>[CH2:1]([O:3][C:4]([C:6]1([S:20]([C:23]2[CH:28]=[CH:27][C:26]([O:29][CH3:30])=[CH:25][CH:24]=2)(=[O:22])=[O:21])[CH2:11][CH2:10][N:9]([CH2:12][C:13]2[CH:18]=[CH:17][C:16]([C:36]3[CH:41]=[CH:40][CH:39]=[CH:38][N:37]=3)=[CH:15][CH:14]=2)[CH2:8][CH2:7]1)=[O:5])[CH3:2]. Reactants: C(C)OC(=O)C1(CCN(CC1)CC1=CC=C(C=C1)Br)S(=O)(=O)C1=CC=C(C=C1)OC (1-(4-Bromo-benzyl)-4-(4-methoxy-benzensulfonyl)-piperidine-4-carboxylic acid ethyl ester), C(CCC)[Sn](C1=NC=CC=C1)(CCCC)CCCC (2-(tributylstannyl)-pyridine). Yields the product C(C)OC(=O)C1(CCN(CC1)CC1=CC=C(C=C1)C1=NC=CC=C1)S(=O)(=O)C1=CC=C(C=C1)OC (4-(4-Methoxy-benzenesulfonyl)-1-(4-pyridin-2-yl-benzyl)-piperidine-4-carboxylic acid ethyl ester). Procedure details: 4-(4-Methoxy-benzenesulfonyl)-1-(4-pyridin-2-yl-benzyl)-piperidine-4-carboxylic acid ethyl ester was prepared according to the general method outlined in example 261. Starting from 1-(4-Bromo-benzyl)-4-(4-methoxy-benzensulfonyl)-piperidine-4-carboxylic acid ethyl ester (4.65 g, 9.38 mmol) and 2-(tributylstannyl)-pyridine (12.08 g, 32.8 mmol). Yield 2.79 g (60%); brown oil; MS: 495.1 (M+H)+ Reactants: FC1=CC2=C(N=C(N2)SCCN2CCN(CC2)C=O)C=C1F (1-[2-(5,6-Difluorobenzimidazol-2-ylthio)ethyl]-4-formylpiperazine), Cl (hydrochloric acid). Run in CO (methanol). Run at time 18 hour. Yields the product FC1=CC2=C(N=C(N2)SCCN2CCNCC2)C=C1F (1-[2-(5,6-difluorobenzimidazol-2-ylthio)ethyl]piperazine). Isolated yield 90.2%. Reaction SMILES: [F:1][C:2]1[C:21]([F:22])=[CH:20][C:5]2[N:6]=[C:7]([S:9][CH2:10][CH2:11][N:12]3[CH2:17][CH2:16][N:15](C=O)[CH2:14][CH2:13]3)[NH:8][C:4]=2[CH:3]=1.Cl>CO>[F:1][C:2]1[C:21]([F:22])=[CH:20][C:5]2[N:6]=[C:7]([S:9][CH2:10][CH2:11][N:12]3[CH2:17][CH2:16][NH:15][CH2:14][CH2:13]3)[NH:8][C:4]=2[CH:3]=1. Procedure details: 1-[2-(5,6-Difluorobenzimidazol-2-ylthio)ethyl]-4-formylpiperazine (1.70 g, 5.2 mmol) was dissolved in methanol (20 mL), and 12N hydrochloric acid (2 mL) was added to the solution, followed by stirring for 18 hours at room temperature. The reaction mixture was concentrated under reduced pressure, and saturated ammonia-methanol was added thereto, followed by stirring for five minutes at room temperature. The solvent was removed under reduced pressure, and the residue was purified through silica ge... The reactants are [C@@H]12CNCC[C@H]2CN1C(=O)C1=C(C=CC=C1N1N=CC=N1)F ((1R,6S)-3,8-Diazabicyclo[4.2.0]octan-8-yl(2-fluoro-6-(2H-1,2,3-triazol-2-yl)phenyl)methanone), [C@@H]12CNCC[C@H]2CN1C(=O)C1=C(C=CC=C1N1N=CC=N1)F ((1R,6S)-3,8-Diazabicyclo[4.2.0]octan-8-yl(2-fluoro-6-(2H-1,2,3-triazol-2-yl)phenyl)methanone), ClC1=NC(=CC(=N1)C)C (2-chloro-4,6-dimethylpyrimidine), CCN(C(C)C)C(C)C (DIPEA). The solvent is C(C)#N (ACN), O (water). The product is CC1=NC(=NC(=C1)C)N1C[C@@H]2N(C[C@@H]2CC1)C(=O)C1=C(C=CC=C1N1N=CC=N1)F ((1R,6S)-3-(4,6-Dimethylpyrimidin-2-yl)-8-{[2-fluoro-6-(2H-1,2,3-triazol-2-yl)phenyl]carbonyl}-3,8-diazabicyclo[4.2.0]octane). The yield is 51.7%. As a reaction SMILES: [C@@H:1]12[N:8]([C:9]([C:11]3[C:16]([N:17]4[N:21]=[CH:20][CH:19]=[N:18]4)=[CH:15][CH:14]=[CH:13][C:12]=3[F:22])=[O:10])[CH2:7][C@@H:6]1[CH2:5][CH2:4][NH:3][CH2:2]2.Cl[C:24]1[N:29]=[C:28]([CH3:30])[CH:27]=[C:26]([CH3:31])[N:25]=1.CCN(C(C)C)C(C)C>C(#N)C.O>[CH3:31][C:26]1[CH:27]=[C:28]([CH3:30])[N:29]=[C:24]([N:3]2[CH2:4][CH2:5][C@@H:6]3[C@@H:1]([N:8]([C:9]([C:11]4[C:16]([N:17]5[N:18]=[CH:19][CH:20]=[N:21]5)=[CH:15][CH:14]=[CH:13][C:12]=4[F:22])=[O:10])[CH2:7]3)[CH2:2]2)[N:25]=1. Reported procedure: (1R,6S)-3,8-Diazabicyclo[4.2.0]octan-8-yl(2-fluoro-6-(2H-1,2,3-triazol-2-yl)phenyl)methanone (Intermediate 29, 56 mg, 0.19 mmol), 2-chloro-4,6-dimethylpyrimidine (32 mg, 0.22 mmol) and DIPEA (96 μL, 0.56 mmol) in ACN (2 mL) were heated in a microwave reactor for 1 h at 150° C. Then the reaction mixture was diluted with water and extracted with DCM (2×). The combined organics were dried (Na2SO4) and concentrated. Purification via prep HPLC (Agilent, basic) gave 40 mg (53%) of the title compound a... Starting materials: [N+](=[N-])=C (diazomethane), Br (hydrogen bromide), 0.25h, O1C(CCC1)C(=O)Cl ((RS)-tetrahydrofuroyl chloride), [N+](=[N-])=C (diazomethane). The solvent is ClCCl (dichloromethane). Yields the product BrCC(=O)C1OCCC1 ((RS) -2-Bromoacetyltetrahydrofuran). The yield is 76.7%. RXN SMILES: [N+](=[CH2:3])=[N-].[O:4]1[CH2:8][CH2:7][CH2:6][CH:5]1[C:9](Cl)=[O:10].[BrH:12]>ClCCl>[Br:12][CH2:3][C:9]([CH:5]1[CH2:6][CH2:7][CH2:8][O:4]1)=[O:10]. Reported procedure: A stream of diazomethane (from N-methyl-N-nitrosotoluene-4-sulphonamide, 18.0g) in argon (P. Lombardi, Chem. and Ind., 1990, (21), 708) was passed into a solution of (RS)-tetrahydrofuroyl chloride [prepared from (RS)-tetrahydrofuroic acid (3.48g, 30mmol) as described in Example 2(a)] in dichloromethane (60ml) cooled in an ice bath. When the diazomethane addition was complete, 48% aqueous hydrogen bromide (5.6ml, 33.2mmol) was added. The mixture was stirred 0.25h then washed twice with water, dri... Procedure: Twenty-eight grams of dihydro-1H-pyrrolizine-3,5(2H,6H)-dione (III) are dissolved in 100 g of methyl alcohol and 0.2 ml of concentrated hydrochloric acid is added. The solution is heated at reflux for 104 hours. The mixture is cooled and excess methyl alcohol is distilled at reduced pressure. The residual oil is dissolved in 1 l of anhydrous diethylether, 1 g of activated charcoal is added and the resulting suspension is filtered through filter aid. The filtrate is concentrated at reduced pressu... The product is COC(CCC1NC(CC1)=O)=O (5-oxo-2-pyrrolidinepropanoic acid methyl ester). Starting materials: C1CC(N2C(CCC12)=O)=O (dihydro-1H-pyrrolizine-3,5(2H,6H)-dione), CO (methyl alcohol), Cl (hydrochloric acid). As a reaction SMILES: [CH2:1]1[CH:8]2[N:4]([C:5](=[O:9])[CH2:6][CH2:7]2)[C:3](=[O:10])[CH2:2]1.Cl.[CH3:12][OH:13]>>[CH3:12][O:13][C:5](=[O:9])[CH2:6][CH2:7][CH:8]1[CH2:1][CH2:2][C:3](=[O:10])[NH:4]1.